describe an organic reaction: reactants, conditions, products, and yield From a dataset of the Open Reaction Database (ORD), a public repository of structured organic reaction records. The reactants are C(C)OC(C(=C1CC(C2=CC(=C(C=C12)OC)OC)(C)C)C#N)=O (Cyano-(2,3-dihydro-5,6-dimethoxy-3,3-dimethyl-1H-inden-1-ylidene)acetic Acid Ethyl Ester), C(#N)CC(=O)NCC#C (2-cyano-N-prop-2-ynyl-acetamide), N1CCCC1 (pyrrolidine), C(C1=CC=CC=C1)(=O)O (benzoic acid). Solvent: C1(=CC=CC=C1)C (toluene), O (water), O (water). Product: C(#N)C(C(=O)NCC#C)=C1CC(C2=CC(=C(C=C12)OC)OC)(C)C (2-Cyano-2-(5,6-dimethoxy-3,3-dimethyl-indan-1-ylidene)-N-prop-2-ynyl-acetamide). Yield: 49.9%. As a reaction SMILES: C([O:3][C:4](=O)[C:5]([C:21]#[N:22])=[C:6]1[C:14]2[C:9](=[CH:10][C:11]([O:17][CH3:18])=[C:12]([O:15][CH3:16])[CH:13]=2)[C:8]([CH3:20])([CH3:19])[CH2:7]1)C.[C:24]([CH2:26][C:27](NCC#C)=O)#[N:25].N1CCCC1.C(O)(=O)C1C=CC=CC=1>C1(C)C=CC=CC=1.O>[C:21]([C:5](=[C:6]1[C:14]2[C:9](=[CH:10][C:11]([O:17][CH3:18])=[C:12]([O:15][CH3:16])[CH:13]=2)[C:8]([CH3:20])([CH3:19])[CH2:7]1)[C:4]([NH:25][CH2:24][C:26]#[CH:27])=[O:3])#[N:22]. Reported procedure: A 50 ml reaction flask equipped with a water separator and a reflux condenser was charged with 2.2 g of 2,3-dihydro-5,6-dimethoxy-3,3-dimethyl-1H-inden-1-one (see Example 1), 1.2 g of 2-cyano-N-prop-2-ynyl-acetamide (see above), catalytic amounts of pyrrolidine, and benzoic acid in 20 ml of toluene. The reaction mixture was refluxed for 24 hours with simultaneous separation of water. Then, the product in the cold reaction mixture was filtered off and recrystallized in ethylacetate to yield 1.13 ...